This data is from the Open Reaction Database (ORD), a public repository of structured organic reaction records. The task is: describe an organic reaction: reactants, conditions, products, and yield Starting materials: [H-].[Na+] (sodium hydride), C(C)OC(=O)C1=NN(C(=C1O)C1=CC=C(C=C1)Cl)C1=C(C=CC=C1)Cl (5-(4-chlorophenyl)-1-(2-chlorophenyl)-4-hydroxy-1H-pyrazole-3-carboxylic acid ethyl ester), C(C)(=O)OCC (ethyl acetate), C(C=C)Br (Allyl bromide). Run in CS(=O)C (DMSO). Run at time 45 minute. Product: C(C)OC(=O)C1=NN(C(=C1OCC=C)C1=CC=C(C=C1)Cl)C1=C(C=CC=C1)Cl (4-Allyloxy-5-(4-chlorophenyl)-1-(2-chlorophenyl)-1H-pyrazole-3-carboxylic Acid Ethyl Ester). As a reaction SMILES: [H-].[Na+].[CH2:3]([O:5][C:6]([C:8]1[C:12]([OH:13])=[C:11]([C:14]2[CH:19]=[CH:18][C:17]([Cl:20])=[CH:16][CH:15]=2)[N:10]([C:21]2[CH:26]=[CH:25][CH:24]=[CH:23][C:22]=2[Cl:27])[N:9]=1)=[O:7])[CH3:4].[CH2:28](Br)[CH:29]=[CH2:30].C(OCC)(=O)C>CS(C)=O>[CH2:3]([O:5][C:6]([C:8]1[C:12]([O:13][CH2:30][CH:29]=[CH2:28])=[C:11]([C:14]2[CH:15]=[CH:16][C:17]([Cl:20])=[CH:18][CH:19]=2)[N:10]([C:21]2[CH:26]=[CH:25][CH:24]=[CH:23][C:22]=2[Cl:27])[N:9]=1)=[O:7])[CH3:4] |f:0.1|. Procedure: To a slurry of sodium hydride (39 mg of 60% in oil) in DMSO (2.4 ml) was added 5-(4-chlorophenyl)-1-(2-chlorophenyl)-4-hydroxy-1H-pyrazole-3-carboxylic acid ethyl ester I-1d (300 mg, 0.8 mmol) and the mixture was agitated for 45 minutes. Allyl bromide (0.1 ml, 1.2 mmol) was added and stirring was continued for 4.5 hours. The reaction solution was diluted into ethyl acetate, washed with water (2×), brine, dried (Na2SO4) and concentrated in vacuo to afford the title compound (I-1e) as an orange oi... Reactants: C1CCOC1, CN1CCOCC1, CC(C)COC(=O)Cl, O=C(O)c1ccc(-c2ccccn2)cc1. Yields the product CC(C)COC(=O)OC(=O)c1ccc(-c2ccccn2)cc1. Reaction SMILES: [CH2:31]1[O:32][CH2:33][CH2:34][CH2:35]1.[CH3:16][N:17]1[CH2:18][CH2:19][O:20][CH2:21][CH2:22]1.[Cl:23][C:24](=[O:25])[O:26][CH2:27][CH:28]([CH3:29])[CH3:30].[n:1]1[c:2](-[c:7]2[cH:8][cH:9][c:10]([C:11](=[O:12])[OH:13])[cH:14][cH:15]2)[cH:3][cH:4][cH:5][cH:6]1>>[n:1]1[c:2](-[c:7]2[cH:8][cH:9][c:10]([C:11]([O:12][C:24](=[O:25])[O:26][CH2:27][CH:28]([CH3:29])[CH3:30])=[O:13])[cH:14][cH:15]2)[cH:3][cH:4][cH:5][cH:6]1. Reactants: FC=1C=C(CC(CCCCC(=O)OCC)C=CC2=C(C=CC(=C2)F)OCC2=CC=C(C=C2)C2=CC=C(C=C2)C(F)(F)F)C=C(C1O)F (ethyl 6-(3,5-difluoro-4-hydroxybenzyl)-8-[5-fluoro-2-(4′-trifluoromethylbiphenyl-4-ylmethoxy)phenyl]oct-7-enoate), [OH-].[Na+] (sodium hydroxide), Cl (hydrochloric acid). Solvent: C1CCOC1 (THF), O (water). Yields the product FC=1C=C(CC(CCCCC(=O)O)C=CC2=C(C=CC(=C2)F)OCC2=CC=C(C=C2)C2=CC=C(C=C2)C(F)(F)F)C=C(C1O)F (6-(3,5-Difluoro-4-hydroxybenzyl)-8-[5-fluoro-2-(4′-trifluoromethylbiphenyl-4-ylmethoxy)phenyl]oct-7-enoic acid). RXN SMILES: [F:1][C:2]1[CH:3]=[C:4]([CH:43]=[C:44]([F:47])[C:45]=1[OH:46])[CH2:5][CH:6]([CH:16]=[CH:17][C:18]1[CH:23]=[C:22]([F:24])[CH:21]=[CH:20][C:19]=1[O:25][CH2:26][C:27]1[CH:32]=[CH:31][C:30]([C:33]2[CH:38]=[CH:37][C:36]([C:39]([F:42])([F:41])[F:40])=[CH:35][CH:34]=2)=[CH:29][CH:28]=1)[CH2:7][CH2:8][CH2:9][CH2:10][C:11]([O:13]CC)=[O:12].[OH-].[Na+].Cl>C1COCC1.O>[F:1][C:2]1[CH:3]=[C:4]([CH:43]=[C:44]([F:47])[C:45]=1[OH:46])[CH2:5][CH:6]([CH:16]=[CH:17][C:18]1[CH:23]=[C:22]([F:24])[CH:21]=[CH:20][C:19]=1[O:25][CH2:26][C:27]1[CH:32]=[CH:31][C:30]([C:33]2[CH:34]=[CH:35][C:36]([C:39]([F:41])([F:42])[F:40])=[CH:37][CH:38]=2)=[CH:29][CH:28]=1)[CH2:7][CH2:8][CH2:9][CH2:10][C:11]([OH:13])=[O:12] |f:1.2|. Procedure details: 400 mg (0.61 mmol) of ethyl 6-(3,5-difluoro-4-hydroxybenzyl)-8-[5-fluoro-2-(4′-trifluoromethylbiphenyl-4-ylmethoxy)phenyl]oct-7-enoate are stirred overnight at 50° C. with 73 mg (1.83 mmol) of sodium hydroxide in a mixture of 20 ml of THF and 10 ml of water. The cooled mixture is acidified with dilute hydrochloric acid and extracted with ethyl acetate, and the combined organic phases are dried over sodium sulfate and concentrated. 333 mg (86% of theory) of the title compound are obtained as E/Z ... The reactants are CC[Si](CC)(CC)OC(C)(C)CCCBr, CC12CCC3C(=CC=C4CC(O[Si](C)(C)C(C)(C)C)CC(O[Si](C)(C)C(C)(C)C)C43C)C1CC=C2CO, C1COCCOCCOCCOCCO1, CCOC(C)=O, [H-], [Na+], C1CCOC1, O. Product: CC[Si](CC)(CC)OC(C)(C)CCCOCC1=CCC2C3=CC=C4CC(O[Si](C)(C)C(C)(C)C)CC(O[Si](C)(C)C(C)(C)C)C4(C)C3CCC12C. As a reaction SMILES: [Br:55][CH2:56][CH2:57][CH2:58][C:59]([CH3:60])([O:61][Si:62]([CH2:63][CH3:64])([CH2:65][CH3:66])[CH2:67][CH3:68])[CH3:69].[C:1]([CH3:2])([CH3:3])([CH3:4])[Si:5]([O:6][CH:7]1[CH2:8][CH:9]([O:28][Si:29]([CH3:30])([CH3:31])[C:32]([CH3:33])([CH3:34])[CH3:35])[CH2:10][C:11]2=[CH:12][CH:13]=[C:14]3[CH:15]4[CH2:16][CH:17]=[C:18]([CH2:26][OH:27])[C:19]4([CH3:20])[CH2:21][CH2:22][CH:23]3[C:24]12[CH3:25])([CH3:36])[CH3:37].[CH2:40]1[O:41][CH2:42][CH2:43][O:44][CH2:45][CH2:46][O:47][CH2:48][CH2:49][O:50][CH2:51][CH2:52][O:53][CH2:54]1.[CH3:75][CH2:76][O:77][C:78](=[O:79])[CH3:80].[H-:38].[Na+:39].[O:70]1[CH2:71][CH2:72][CH2:73][CH2:74]1.[OH2:81]>>[C:1]([CH3:2])([CH3:3])([CH3:4])[Si:5]([O:6][CH:7]1[CH2:8][CH:9]([O:28][Si:29]([CH3:30])([CH3:31])[C:32]([CH3:33])([CH3:34])[CH3:35])[CH2:10][C:11]2=[CH:12][CH:13]=[C:14]3[CH:15]4[CH2:16][CH:17]=[C:18]([CH2:26][O:27][CH2:56][CH2:57][CH2:58][C:59]([CH3:60])([O:61][Si:62]([CH2:63][CH3:64])([CH2:65][CH3:66])[CH2:67][CH3:68])[CH3:69])[C:19]4([CH3:20])[CH2:21][CH2:22][CH:23]3[C:24]12[CH3:25])([CH3:36])[CH3:37]. The reactants are C(C)(C)(C)OC(NC1CC(C(C1)C1=NN=C2N1C1=C(N=C2)N(C=C1)S(=O)(=O)C1=CC=C(C)C=C1)CC)=O (tert-butyl-3-ethyl-4-(6-tosyl-6H-pyrrolo[2,3-e][1,2,4]triazolo[4,3-a]pyrazin-1-yl)cyclopentylcarbamate), Cl (HCl). Solvent: O1CCOCC1 (1,4-dioxane). Reaction conditions: temperature 40 celsius, time 3 hour. Yields the product C(C)C1CC(CC1C1=NN=C2N1C1=C(N=C2)N(C=C1)S(=O)(=O)C1=CC=C(C)C=C1)N (3-Ethyl-4-(6-tosyl-6H-pyrrolo[2,3-e][1,2,4]triazolo[4,3-a]pyrazin-1-yl)cyclopentanamine). The yield is 68.5%. As a reaction SMILES: C(OC(=O)[NH:7][CH:8]1[CH2:12][CH:11]([C:13]2[N:17]3[C:18]4[CH:24]=[CH:23][N:22]([S:25]([C:28]5[CH:34]=[CH:33][C:31]([CH3:32])=[CH:30][CH:29]=5)(=[O:27])=[O:26])[C:19]=4[N:20]=[CH:21][C:16]3=[N:15][N:14]=2)[CH:10]([CH2:35][CH3:36])[CH2:9]1)(C)(C)C.Cl>O1CCOCC1>[CH2:35]([CH:10]1[CH:11]([C:13]2[N:17]3[C:18]4[CH:24]=[CH:23][N:22]([S:25]([C:28]5[CH:29]=[CH:30][C:31]([CH3:32])=[CH:33][CH:34]=5)(=[O:27])=[O:26])[C:19]=4[N:20]=[CH:21][C:16]3=[N:15][N:14]=2)[CH2:12][CH:8]([NH2:7])[CH2:9]1)[CH3:36]. Procedure details: A round-bottomed flask was charged with tert-butyl-3-ethyl-4-(6-tosyl-6H-pyrrolo[2,3-e][1,2,4]triazolo[4,3-a]pyrazin-1-yl)cyclopentylcarbamate (1.7 g, 3.2 mmol) and 1,4-dioxane (20 mL) to give a brown solution. HCl (4 N in 1,4-dioxane, 4.05 mL, 16.2 mmol) was added and the mixture was stirred at about 40° C. for about 3 h. The solvent was removed under reduced pressure. EtOAc (50 mL) and saturated aqueous NaHCO3 (20 mL) were added. The resulting solid was collected by vacuum filtration and dried... Reactants: NCC(=O)N1C(N(C(C1)=O)CC(=O)N)(C)C (3-(2-aminoacetyl)-2,2-dimethyl-5-oxo-1-imidazolidineacetamide), C(C)(=O)OC(C)=O (acetic anhydride). Yields the product C(C)(=O)NCC(=O)N1C(N(C(C1)=O)CC(=O)N)(C)C (3-(2-Acetamidoacetyl)-2,2-dimethyl-5-oxo-1-imidazolidineacetamide). Reaction SMILES: [NH2:1][CH2:2][C:3]([N:5]1[CH2:9][C:8](=[O:10])[N:7]([CH2:11][C:12]([NH2:14])=[O:13])[C:6]1([CH3:16])[CH3:15])=[O:4].[C:17](OC(=O)C)(=[O:19])[CH3:18]>>[C:17]([NH:1][CH2:2][C:3]([N:5]1[CH2:9][C:8](=[O:10])[N:7]([CH2:11][C:12]([NH2:14])=[O:13])[C:6]1([CH3:16])[CH3:15])=[O:4])(=[O:19])[CH3:18]. Procedure: A solution of 3-(2-aminoacetyl)-2,2-dimethyl-5-oxo-1-imidazolidineacetamide (2 g) in acetic anhydride (10 ml) was stirred at 80° C. for 5 minutes. After cooling, the precipitate was collected and washed with acetone, affording the title compound as a white powder, m.p. 222° C. dec. Starting materials: N(C1=CC=CC=C1)C1=C2C(=NC=C1)NC=N2 (7-Anilino-3H-imidazo[4,5-b]pyridine), ClC[C@@H]1[C@H]([C@H]([C@@H](O1)N1C(=O)NC(=O)C=C1)O)O (5'-chloro-5'-deoxyuridine). Run at temperature 35 celsius. Product: N(C1=CC=CC=C1)C1=C2C(=NC=C1)N(C=N2)[C@H]2[C@H](O)[C@H](O)[C@H](O2)CCl (7-anilino-3-(5-chloro-5-deoxy-β-D-ribofuranosyl)-3H-imidazo[4,5-b]pyridine). As a reaction SMILES: [NH:1]([C:8]1[CH:13]=[CH:12][N:11]=[C:10]2[NH:14][CH:15]=[N:16][C:9]=12)[C:2]1[CH:7]=[CH:6][CH:5]=[CH:4][CH:3]=1.[Cl:17][CH2:18][C@H:19]1[O:23][C@@H:22](N2C=CC(=O)NC2=O)[C@H:21]([OH:32])[C@@H:20]1[OH:33]>>[NH:1]([C:8]1[CH:13]=[CH:12][N:11]=[C:10]2[N:14]([C@@H:22]3[O:23][C@H:19]([CH2:18][Cl:17])[C@@H:20]([OH:33])[C@H:21]3[OH:32])[CH:15]=[N:16][C:9]=12)[C:2]1[CH:7]=[CH:6][CH:5]=[CH:4][CH:3]=1. Reported procedure: 7-Anilino-3H-imidazo[4,5-b]pyridine (0.8 g, 3.7 mmol) and 5'-chloro-5'-deoxyuridine (15 g, 5.7 mmol) were combined in 10 mL of 10 mM KxHxPO4, pH 7.4. Uridine phosphorylase (315 units) and purine nucleoside phosphorylase (1800 units) previously purified from E. coli, were added and the reaction stirred at 35° C. After 4 days an additional 84 units of uridine phosphorylase and 100 mL phosphate buffer were added. Twenty-one days later the particulates were collected by filtration and recrystallized... The reactants are (E)-3-(4-bromophenyl)-1-((S)-2-((pyrrolidin-1-yl)methyl)pyrrolidin-1-yl)propenone, C(#N)C=1C=C(C=CC1F)/C=C/C(=O)O ((E)-3-(3-cyano-4-fluorophenyl)acrylic acid), N1[C@@H](CCC1)CN1CCCCC1 (1-(((S)-pyrrolidin-2-yl)methyl)piperidine). Yields the product FC1=C(C#N)C=C(C=C1)\C=C\C(N1[C@@H](CCC1)CN1CCCCC1)=O (2-Fluoro-5-[(E)-3-oxo-3-((S)-2-((piperidin-1-yl)methyl)pyrrolidin-1-yl)propenyl]benzonitrile). Reaction SMILES: [C:1]([C:3]1[CH:4]=[C:5](/[CH:10]=[CH:11]/[C:12]([OH:14])=O)[CH:6]=[CH:7][C:8]=1[F:9])#[N:2].[NH:15]1[CH2:19][CH2:18][CH2:17][C@H:16]1[CH2:20][N:21]1[CH2:26][CH2:25][CH2:24][CH2:23][CH2:22]1>>[F:9][C:8]1[CH:7]=[CH:6][C:5](/[CH:10]=[CH:11]/[C:12](=[O:14])[N:15]2[CH2:19][CH2:18][CH2:17][C@H:16]2[CH2:20][N:21]2[CH2:26][CH2:25][CH2:24][CH2:23][CH2:22]2)=[CH:4][C:3]=1[C:1]#[N:2]. Procedure: 300 mg of the title compound were synthesized as described for (E)-3-(4-bromophenyl)-1-((S)-2-((pyrrolidin-1-yl)methyl)pyrrolidin-1-yl)propenone, using (E)-3-(3-cyano-4-fluorophenyl)acrylic acid instead of (E)-4-bromocinnamic acid and 1-(((S)-pyrrolidin-2-yl)methyl)piperidine instead of (S)-2-((pyrrolidin-1-yl)methyl)pyrrolidine.